From a dataset of the Open Reaction Database (ORD), a public repository of structured organic reaction records. describe an organic reaction: reactants, conditions, products, and yield Starting materials: CC(=O)O, NCCN, C=CC[NH+]=C(N)S. Product: CC(=O)O, NCCN, NC(=[NH2+])S. RXN SMILES: [C:1]([CH3:2])(=[O:3])[OH:4].[CH2:5]([CH2:6][NH2:7])[NH2:8].[CH2:9]([CH:10]=[CH2:11])[NH+:12]=[C:13]([SH:14])[NH2:15]>>[C:1]([CH3:2])(=[O:3])[OH:4].[CH2:5]([CH2:6][NH2:7])[NH2:8].[NH2+:12]=[C:13]([SH:14])[NH2:15]. Reactants: C (charcoal), Br.FC1=C(C=C(C=C1)C(F)(F)F)C=1N=C(SC1)N (4-(2-fluoro-5-trifluoromethyl-phenyl)-thiazol-2-ylamine hydrobromide), N(C(=O)C)C1=CC=C(C=C1)S(=O)(=O)Cl (4-acetaminobenzenesulfonyl chloride), Cl (hydrochloric acid). Run in C(C)O (ethanol), [OH-].[Na+] (sodium hydroxide), N1=CC=CC=C1 (pyridine). Run at time 30 minute. Product: NC1=CC=C(C=C1)S(=O)(=O)NC=1SC=C(N1)C1=C(C=CC(=C1)C(F)(F)F)F (4-amino-N-[4-(2-fluoro-5-trifluoromethyl-phenyl)-thiazol-2-yl]benzenesulfonamide). Isolated yield 34.5%. Reaction SMILES: Br.[F:2][C:3]1[CH:8]=[CH:7][C:6]([C:9]([F:12])([F:11])[F:10])=[CH:5][C:4]=1[C:13]1[N:14]=[C:15]([NH2:18])[S:16][CH:17]=1.[NH:19]([C:23]1[CH:28]=[CH:27][C:26]([S:29](Cl)(=[O:31])=[O:30])=[CH:25][CH:24]=1)C(C)=O.Cl.C>C(O)C.[OH-].[Na+].N1C=CC=CC=1>[NH2:19][C:23]1[CH:28]=[CH:27][C:26]([S:29]([NH:18][C:15]2[S:16][CH:17]=[C:13]([C:4]3[CH:5]=[C:6]([C:9]([F:10])([F:12])[F:11])[CH:7]=[CH:8][C:3]=3[F:2])[N:14]=2)(=[O:31])=[O:30])=[CH:25][CH:24]=1 |f:0.1,6.7|. Reported procedure: A mixture of 0.5 g of 4-(2-fluoro-5-trifluoromethyl-phenyl)-thiazol-2-ylamine hydrobromide with 0.38 g of 4-acetaminobenzenesulfonyl chloride was stirred for 2 hours with 2 ml of pyridine. The resulting, red colored suspension was poured into 30 ml of 1N hydrochloric acid and stirred at room temperature for 30 minutes. The separated solid was dissolved in a mixture of 20 ml of ethanol and 20 ml of 2N sodium hydroxide solution. After the addition of 0.5 g of active charcoal the mixture was stirre... Starting materials: C(CCC)NC1=NC(=C2N=C(N(C2=N1)CCC1COCCC1)OC)N (N2-Butyl-8-methoxy-9-[2-(tetrahydro-2H-pyran-3-yl)ethyl]-9H-purine-2,6-diamine), Cl (hydrogen chloride). The solvent is CO (methanol), O1CCOCC1 (dioxan). Reaction conditions: time 4 hour. The product is NC1=C2NC(N(C2=NC(=N1)NCCCC)CCC1COCCC1)=O (6-Amino-2-butylamino-9-[2-(tetrahydro-2H-Pyran-3-yl)ethyl]-7,9-dihydro-8H-Purin-8-one). Reaction SMILES: [CH2:1]([NH:5][C:6]1[N:14]=[C:13]2[C:9]([N:10]=[C:11]([O:23]C)[N:12]2[CH2:15][CH2:16][CH:17]2[CH2:22][CH2:21][CH2:20][O:19][CH2:18]2)=[C:8]([NH2:25])[N:7]=1)[CH2:2][CH2:3][CH3:4].Cl>CO.O1CCOCC1>[NH2:25][C:8]1[N:7]=[C:6]([NH:5][CH2:1][CH2:2][CH2:3][CH3:4])[N:14]=[C:13]2[C:9]=1[NH:10][C:11](=[O:23])[N:12]2[CH2:15][CH2:16][CH:17]1[CH2:22][CH2:21][CH2:20][O:19][CH2:18]1. Procedure details: N2-Butyl-8-methoxy-9-[2-(tetrahydro-2H-pyran-3-yl)ethyl]-9H-purine-2,6-diamine (138 mg) was dissolved in methanol (2 ml) and 4N hydrogen chloride in dioxan (1 ml) added. After 4 h the reaction mixture was stripped, quenched with water then made basic with saturated sodium hydrogen carbonate. The resulting solid was filtered, washed and dried to give the title compound, yield 105 mg. As a reaction SMILES: [OH-].[Na+].[Br:3][C:4]1[C:5]([C:19]([O:21]C)=[O:20])=[C:6]2[N:11]([C:12]=1[C:13]1[CH:14]=[N:15][CH:16]=[CH:17][CH:18]=1)[CH2:10][CH2:9][CH2:8][CH2:7]2>CO>[Br:3][C:4]1[C:5]([C:19]([OH:21])=[O:20])=[C:6]2[N:11]([C:12]=1[C:13]1[CH:14]=[N:15][CH:16]=[CH:17][CH:18]=1)[CH2:10][CH2:9][CH2:8][CH2:7]2 |f:0.1|. Run in CO (methanol). The product is BrC=1C(=C2CCCCN2C1C=1C=NC=CC1)C(=O)O (2-bromo-3-(3-pyridyl)-5,6,7,8-tetrahydroindolizine-1-carboxylic acid). Yield: 89.0%. Procedure: 1 cm3 of 5N sodium hydroxide is added with stirring to a solution of 0.34 g of methyl 2-bromo-3-(3-pyridyl)-5,6,7,8-tetrahydroindolizine-1-carboxylate in methanol at 20° C. The orangy solution is heated to reflux for 15 hours. The solvent is then evaporated off at reduced pressure (2.7 kPa) at a temperature close to 40° C. The residue is taken up with 10 cm3 of water and acidified to pH˜3 with 0.2 cm3 of 12N hydrochloric acid and 0.5 cm3 of 1N acetic acid. The precipitate is filtered off, washed... Starting materials: [OH-].[Na+] (sodium hydroxide), BrC=1C(=C2CCCCN2C1C=1C=NC=CC1)C(=O)OC (methyl 2-bromo-3-(3-pyridyl)-5,6,7,8-tetrahydroindolizine-1-carboxylate). The reactants are Cc1ccccc1, CCCc1c(Cc2ccc(-c3ccccc3C#N)cc2)c(=O)n(C2CCC(=O)CC2)c2ncnn12, O, OCCCO, Cc1ccc(S(=O)(=O)O)cc1. Yields the product CCCc1c(Cc2ccc(-c3ccccc3C#N)cc2)c(=O)n(C2CCC3(CC2)OCCCO3)c2ncnn12. Reaction SMILES: [CH3:53][c:54]1[cH:55][cH:56][cH:57][cH:58][cH:59]1.[O:1]=[c:2]1[n:3]([CH:29]2[CH2:30][CH2:31][C:32](=[O:35])[CH2:33][CH2:34]2)[c:4]2[n:5]([c:6]([CH2:23][CH2:24][CH3:25])[c:7]1[CH2:8][c:9]1[cH:10][cH:11][c:12](-[c:15]3[c:16]([C:21]#[N:22])[cH:17][cH:18][cH:19][cH:20]3)[cH:13][cH:14]1)[n:26][cH:27][n:28]2.[OH2:41].[OH:36][CH2:37][CH2:38][CH2:39][OH:40].[c:42]1([CH3:43])[cH:44][cH:45][c:46]([S:47]([OH:48])(=[O:49])=[O:50])[cH:51][cH:52]1>>[O:1]=[c:2]1[n:3]([CH:29]2[CH2:30][CH2:31][C:32]3([CH2:33][CH2:34]2)[O:35][CH2:39][CH2:38][CH2:37][O:36]3)[c:4]2[n:5]([c:6]([CH2:23][CH2:24][CH3:25])[c:7]1[CH2:8][c:9]1[cH:10][cH:11][c:12](-[c:15]3[c:16]([C:21]#[N:22])[cH:17][cH:18][cH:19][cH:20]3)[cH:13][cH:14]1)[n:26][cH:27][n:28]2.